This data is from the Open Reaction Database (ORD), a public repository of structured organic reaction records. The task is: describe an organic reaction: reactants, conditions, products, and yield Starting materials: O=S(=O)([O-])CCCCBr, CN(C)C=O, CC(C)=O, [Na+], [Na], O=c1c2ccccc2sc2ccc(O)cc12. Product: O=c1c2ccccc2sc2ccc(OCCCCS(=O)(=O)O)cc12, [Na]. As a reaction SMILES: [Br:1][CH2:2][CH2:3][CH2:4][CH2:5][S:6](=[O:7])(=[O:8])[O-:9].[CH3:28][N:29]([CH3:30])[CH:31]=[O:32].[CH3:33][C:34](=[O:35])[CH3:36].[Na+:10].[Na:11].[OH:12][c:13]1[cH:14][c:15]2[c:16](=[O:27])[c:17]3[cH:18][cH:19][cH:20][cH:21][c:22]3[s:23][c:24]2[cH:25][cH:26]1>>[CH2:2]([CH2:3][CH2:4][CH2:5][S:6](=[O:7])(=[O:8])[OH:9])[O:12][c:13]1[cH:14][c:15]2[c:16](=[O:27])[c:17]3[cH:18][cH:19][cH:20][cH:21][c:22]3[s:23][c:24]2[cH:25][cH:26]1.[Na:11]. The reactants are C1(O)=CC=C(O)C=C1 (hydroquinone), C(CCCC)(=O)Cl (valeryl chloride). Yields the product C(CCCC)(=O)O.C1(O)=CC=C(O)C=C1 (hydroquinone monovalerate). Reaction SMILES: [C:1]1([CH:8]=[CH:7][C:5]([OH:6])=[CH:4][CH:3]=1)[OH:2].C(Cl)(=[O:14])CCCC>>[C:5]([OH:6])(=[O:14])[CH2:7][CH2:8][CH2:1][CH3:3].[C:1]1([CH:8]=[CH:7][C:5]([OH:6])=[CH:4][CH:3]=1)[OH:2] |f:2.3|. Reported procedure: According to the same procedure as described in Preparation 1, hydroquinone and valeryl chloride were reacted and the reaction mixture was extracted with ethyl acetate. The ethyl acetate extract was washed with water and ethyl acetate was removed. The resulting residue was thoroughly washed with water to remove unreacted hydroquinone and distilled under a reduced pressure to give hydroquinone monovalerate. b.p. 163°-166° C./1 mmHg. Starting materials: Cl (hydrochloric acid), [F-].C(CCC)[N+](CCCC)(CCCC)CCCC (tetrabutylammonium fluoride), [Si](C1=CC=CC=C1)(C1=CC=CC=C1)(C(C)(C)C)OCC#CCN1C(NC(C1=O)(C1=CC=C(C=C1)OC(C)C)C)=O (3-[4-(t-butyl-diphenylsilyloxy)-2-butynyl]-5-methyl-5-[4-(1-methylethoxy)phenyl]imidazolidine-2,4-dione). Run in tetrafuran, O1CCCC1 (tetrahydrofuran). Product: OCC#CCN1C(NC(C1=O)(C1=CC=C(C=C1)OC(C)C)C)=O (3-(4-hydroxy-2-butynyl)-5-methyl-5-[4-(1-methylethoxy)phenyl]imidazolidine-2,4-dione). Isolated yield 66.5%. Reaction SMILES: [F-].C([N+](CCCC)(CCCC)CCCC)CCC.[Si]([O:36][CH2:37][C:38]#[C:39][CH2:40][N:41]1[C:45](=[O:46])[C:44]([CH3:57])([C:47]2[CH:52]=[CH:51][C:50]([O:53][CH:54]([CH3:56])[CH3:55])=[CH:49][CH:48]=2)[NH:43][C:42]1=[O:58])(C(C)(C)C)(C1C=CC=CC=1)C1C=CC=CC=1.Cl>O1CCCC1>[OH:36][CH2:37][C:38]#[C:39][CH2:40][N:41]1[C:45](=[O:46])[C:44]([CH3:57])([C:47]2[CH:52]=[CH:51][C:50]([O:53][CH:54]([CH3:55])[CH3:56])=[CH:49][CH:48]=2)[NH:43][C:42]1=[O:58] |f:0.1|. Procedure: A solution of tetrabutylammonium fluoride in tetrafuran (602 μL) was added to a mixed solution of 3-[4-(t-butyl-diphenylsilyloxy)-2-butynyl]-5-methyl-5-[4-(1-methylethoxy)phenyl]imidazolidine-2,4-dione (300 mg, 547 μmol) in tetrahydrofuran (5 mL) at room temperature. After completion of the reaction, 1 mol/L hydrochloric acid (0.5 mL) was added, followed by extraction with ethyl acetate-water. The organic layer was washed with a saturation sodium chloride solution and then dried over sodium sulf... The reactants are [I-].[K+] (potassium iodide), OCC(=O)OC(C)(CCC(C)(C)OC(CO)=O)C (2,5-Dimethylhexane-2,5-diyl bis(2-hydroxyacetate)), N12CCN(CC1)CC2 (1,4-diazabicyclo[2.2.2]octane), C(C1=CC(C(=O)Cl)=CC=C1)(=O)Cl (isophthaloyl chloride), C(C)(=O)OC=1C=C(C=C(C(=O)Cl)C1)C(=O)Cl (5-acetoxy isophthaloyl chloride), C(CCC)(O)O (butanediol). Solvent: N1=CC=CC=C1 (pyridine), N1=CC=CC=C1 (pyridine). Conditions: time 24 hour. The product is OCC(=O)OC(C)(CCC(C)(C)OC(CO)=O)C.C(C1=CC(C(=O)Cl)=CC=C1)(=O)Cl.C(C)(=O)OC=1C=C(C=C(C(=O)Cl)C1)C(=O)Cl (2,5-Dimethylhexane-2,5-diyl bis(2-hydroxyacetate) isophthaloyl chloride 5-acetoxy isophthaloyl chloride). As a reaction SMILES: [OH:1][CH2:2][C:3]([O:5][C:6]([CH3:18])([CH2:8][CH2:9][C:10]([O:13][C:14](=[O:17])[CH2:15][OH:16])([CH3:12])[CH3:11])[CH3:7])=[O:4].[C:19]([Cl:30])(=[O:29])[C:20]1[CH:28]=[CH:27][CH:26]=[C:22]([C:23]([Cl:25])=[O:24])[CH:21]=1.[C:31]([O:34][C:35]1[CH:36]=[C:37]([C:44]([Cl:46])=[O:45])[CH:38]=[C:39]([CH:43]=1)[C:40]([Cl:42])=[O:41])(=[O:33])[CH3:32].N12CCN(CC1)CC2.[I-].[K+].C(O)(O)CCC>N1C=CC=CC=1>[OH:1][CH2:2][C:3]([O:5][C:6]([CH3:18])([CH2:8][CH2:9][C:10]([O:13][C:14](=[O:17])[CH2:15][OH:16])([CH3:11])[CH3:12])[CH3:7])=[O:4].[C:23]([Cl:25])(=[O:24])[C:22]1[CH:26]=[CH:27][CH:28]=[C:20]([C:19]([Cl:30])=[O:29])[CH:21]=1.[C:31]([O:34][C:35]1[CH:43]=[C:39]([C:40]([Cl:42])=[O:41])[CH:38]=[C:37]([CH:36]=1)[C:44]([Cl:46])=[O:45])(=[O:33])[CH3:32] |f:4.5,8.9.10|. Reported procedure: A solution of 2,5-dimethylhexane-2,5-diyl bis(2-hydroxyacetate) (69) (0.997 g, 3.8 mmol), isophthaloyl chloride (115) (0.406 g, 2.0 mmol), 5-acetoxy isophthaloyl chloride (117) (0.522 g, 2.0 mmol), a catalytic amount of 1,4-diazabicyclo[2.2.2]octane, and a catalytic amount of potassium iodide in 20 mL of pyridine was brought to 50° C. while stirring under nitrogen. After 24 hours, butanediol (0.072 g, 0.8 mmol) diluted in 10 mL of pyridine was added to the reaction mixture using a syringe pump o... Reactants: solid, C1(CC1)COC1=NC=CC=C1C1=NC2=C(N1CC1=CC=C(C=C1)CCC(=O)O)C=C(C(=C2)F)F (3-{4-[2-(2-Cyclopropylmethoxy-pyridin-3-yl)-5,6-difluoro-benzoimidazol-1-ylmethyl]-phenyl}-propionic acid), ClC1=CC(=C(C=C1)C1=NC2=C(N1CC1CCCCC1)C=C(C(=C2)F)F)OCC2=C(C=CC=C2)Cl (2-[4-Chloro-2-(2-chloro-benzyloxy)-phenyl]-1-cyclohexylmethyl-5,6-difluoro-1H-benzoimidazole), ClC1=CC(=C(C=C1)C1=NC2=C(N1CC1CCCCC1)C=C(C(=C2)F)F)OCC2=C(C=CC=C2)Cl (2-[4-Chloro-2-(2-chloro-benzyloxy)-phenyl]-1-cyclohexylmethyl-5,6-difluoro-1H-benzoimidazole), BrCC1=CC=CC=C1 (bromomethyl-benzene). The product is C(C1=CC=CC=C1)N1C(=NC2=C1C=C(C(=C2)F)F)C2=C(C=C(C=C2)Cl)OC (1-Benzyl-2-(4-chloro-2-methoxy-phenyl)-5,6-difluoro-1H-benzoimidazole). RXN SMILES: C1(COC2C(C3N(CC4C=CC(CCC(O)=O)=CC=4)C4C=C(F)C(F)=CC=4N=3)=CC=CN=2)CC1.[Cl:35][C:36]1[CH:41]=[CH:40][C:39]([C:42]2[N:46]([CH2:47][CH:48]3[CH2:53][CH2:52][CH2:51][CH2:50][CH2:49]3)[C:45]3[CH:54]=[C:55]([F:59])[C:56]([F:58])=[CH:57][C:44]=3[N:43]=2)=[C:38]([O:60][CH2:61]C2C=CC=CC=2Cl)[CH:37]=1.BrCC1C=CC=CC=1>>[CH2:47]([N:46]1[C:45]2[CH:54]=[C:55]([F:59])[C:56]([F:58])=[CH:57][C:44]=2[N:43]=[C:42]1[C:39]1[CH:40]=[CH:41][C:36]([Cl:35])=[CH:37][C:38]=1[O:60][CH3:61])[C:48]1[CH:53]=[CH:52][CH:51]=[CH:50][CH:49]=1. Procedure details: The title compound was prepared in analogy to Example 19, intermediate b, from 2-(4-chloro-2-methoxy-phenyl)-5,6-difluoro-1H-benzoimidazole (Example 19, intermediate c) and bromomethyl-benzene (CAS Reg. No. 100-39-0). Brown sticky solid (81%). MS (Turbo Spray): m/z=385.2 (M+H). As a reaction SMILES: [Cl:1][C:2]1[CH:3]=[C:4]([C:8]2[N:13]=[C:12]([C:14]([OH:16])=O)[CH:11]=[CH:10][CH:9]=2)[CH:5]=[CH:6][CH:7]=1.[NH2:17][C:18]([CH2:23][CH3:24])([CH2:21][CH3:22])[CH2:19][OH:20]>>[CH2:21]([C:18]([NH:17][C:14]([C:12]1[CH:11]=[CH:10][CH:9]=[C:8]([C:4]2[CH:5]=[CH:6][CH:7]=[C:2]([Cl:1])[CH:3]=2)[N:13]=1)=[O:16])([CH2:19][OH:20])[CH2:23][CH3:24])[CH3:22]. Starting materials: ClC=1C=C(C=CC1)C1=CC=CC(=N1)C(=O)O (6-(3-chlorophenyl)-2-pyridinecarboxylic acid), NC(CO)(CC)CC (2-amino-2-ethyl-1-butanol). Product: C(C)C(CC)(CO)NC(=O)C1=NC(=CC=C1)C1=CC(=CC=C1)Cl (6-(3-Chloro-phenyl)-pyridine-2-carboxylic acid (1-ethyl-1-hydroxymethyl-propyl)-amide). Procedure: The title compound was synthesized in analogy to Example 1, using 6-(3-chlorophenyl)-2-pyridinecarboxylic acid (CAN 863704-38-5) and 2-amino-2-ethyl-1-butanol (CAN 19792-52-0) as starting materials, MS (LC/MS): 333.1 (M+H). The reactants are NOCc1ccccc1, CCOCC, Cl, [Na+], O=C=Nc1ccccc1, [OH-], O. Yields the product O=C(NOCc1ccccc1)Nc1ccccc1. RXN SMILES: [CH2:2]([c:3]1[cH:4][cH:5][cH:6][cH:7][cH:8]1)[O:9][NH2:10].[CH3:11][CH2:12][O:13][CH2:14][CH3:15].[ClH:1].[Na+:17].[O:18]=[C:19]=[N:20][c:21]1[cH:22][cH:23][cH:24][cH:25][cH:26]1.[OH-:16].[OH2:27]>>[CH2:2]([c:3]1[cH:4][cH:5][cH:6][cH:7][cH:8]1)[O:9][NH:10][C:19](=[O:18])[NH:20][c:21]1[cH:22][cH:23][cH:24][cH:25][cH:26]1. Procedure: To 120 ml. of carbon disulfide is added 54 g. of anhydrous aluminum chloride powder on an ice bath, followed by the dropwise addition of a solution of 11.4 g. of ethyl indan-1-carboxylate in 60 ml. of carbon disulfide. The mixture is stirred for 10 minutes, after which a solution of 42 g. of benzoyl chloride in 60 ml. of carbon disulfide is added dropwise. After the dropwise addition has been completed, the temperature is gradually increased and the solution is stirred on reflux for 3 hours and ... Reaction SMILES: [Cl-].[Al+3].[Cl-].[Cl-].[CH:5]1([C:14]([O:16][CH2:17][CH3:18])=[O:15])[C:13]2[C:8](=[CH:9][CH:10]=[CH:11][CH:12]=2)[CH2:7][CH2:6]1.[C:19](Cl)(=[O:26])[C:20]1[CH:25]=[CH:24][CH:23]=[CH:22][CH:21]=1.Cl>C(=S)=S>[C:19]([C:9]1[CH:10]=[CH:11][CH:12]=[C:13]2[C:8]=1[CH2:7][CH2:6][CH:5]2[C:14]([O:16][CH2:17][CH3:18])=[O:15])(=[O:26])[C:20]1[CH:25]=[CH:24][CH:23]=[CH:22][CH:21]=1 |f:0.1.2.3|. Reactants: [Cl-].[Al+3].[Cl-].[Cl-] (aluminum chloride), Cl (hydrochloric acid), C1(CCC2=CC=CC=C12)C(=O)OCC (ethyl indan-1-carboxylate), C(C1=CC=CC=C1)(=O)Cl (benzoyl chloride). Run in C(=S)=S (carbon disulfide), C(=S)=S (carbon disulfide), C(=S)=S (carbon disulfide). Yields the product C(C1=CC=CC=C1)(=O)C1=C2CCC(C2=CC=C1)C(=O)OCC (ethyl 4-benzoylindan-1-carboxylate). Run at time 10 minute.